Dataset: the Open Reaction Database (ORD), a public repository of structured organic reaction records. Task: describe an organic reaction: reactants, conditions, products, and yield Reaction SMILES: [C:31]([O:32][CH:34]=[O:35])(=[O:33])[CH3:36].[NH2:1][CH2:2][c:3]1[cH:4][c:5]2[c:6]([CH2:12][CH2:13][CH2:14][N:15]3[C:16](=[O:25])[c:17]4[cH:18][cH:19][cH:20][cH:21][c:22]4[C:23]3=[O:24])[cH:7][nH:8][c:9]2[cH:10][cH:11]1.[O-:26][S:27](=[O:28])(=[O:29])[O-:30].[cH:37]1[cH:38][cH:39][n:40][cH:41][cH:42]1>>[NH:1]([CH2:2][c:3]1[cH:4][c:5]2[c:6]([CH2:12][CH2:13][CH2:14][N:15]3[C:16](=[O:25])[c:17]4[cH:18][cH:19][cH:20][cH:21][c:22]4[C:23]3=[O:24])[cH:7][nH:8][c:9]2[cH:10][cH:11]1)[CH:31]=[O:33]. The product is O=CNCc1ccc2[nH]cc(CCCN3C(=O)c4ccccc4C3=O)c2c1. Starting materials: CC(=O)OC=O, NCc1ccc2[nH]cc(CCCN3C(=O)c4ccccc4C3=O)c2c1, O=S(=O)([O-])[O-], c1ccncc1. The reactants are O=C1C=CCCC1, CO, COc1ccc(-c2cnc(Cl)c(C=O)c2)cc1, O, c1c[nH]cn1. The product is COc1ccc(-c2cnc(Cl)c(C(O)C3=CCCCC3=O)c2)cc1. As a reaction SMILES: [C:23]1(=[O:29])[CH:24]=[CH:25][CH2:26][CH2:27][CH2:28]1.[CH3:30][OH:31].[Cl:1][c:2]1[c:3]([CH:4]=[O:5])[cH:6][c:7](-[c:10]2[cH:11][cH:12][c:13]([O:16][CH3:17])[cH:14][cH:15]2)[cH:8][n:9]1.[OH2:32].[nH:18]1[cH:19][cH:20][n:21][cH:22]1>>[Cl:1][c:2]1[c:3]([CH:4]([OH:5])[C:24]2=[CH:25][CH2:26][CH2:27][CH2:28][C:23]2=[O:29])[cH:6][c:7](-[c:10]2[cH:11][cH:12][c:13]([O:16][CH3:17])[cH:14][cH:15]2)[cH:8][n:9]1. Reactants: BrC1=CC=C(C=N1)O (6-bromopyridin-3-ol), OC[C@H](C)NC(OC(C)(C)C)=O (tert-butyl [(1S)-2-hydroxy-1-methylethyl]carbamate), C1(=CC=CC=C1)P(C1=CC=CC=C1)C1=CC=CC=C1 (triphenylphosphine), N(=NC(=O)OC(C)C)C(=O)OC(C)C (diisopropyl azodicarboxylate). The solvent is C1CCOC1 (THF), C1(=CC=CC=C1)C (toluene), C(C)(=O)OCC (ethyl acetate). Run at time 3 hour. Yields the product BrC1=CC=C(C=N1)OC[C@H](C)NC(OC(C)(C)C)=O (tert-butyl {(1S)-2-[(6-bromopyridin-3-yl)oxy]-1-methylethyl}carbamate). Isolated yield 57.4%. RXN SMILES: [Br:1][C:2]1[N:7]=[CH:6][C:5]([OH:8])=[CH:4][CH:3]=1.O[CH2:10][C@@H:11]([NH:13][C:14](=[O:20])[O:15][C:16]([CH3:19])([CH3:18])[CH3:17])[CH3:12].C1(P(C2C=CC=CC=2)C2C=CC=CC=2)C=CC=CC=1.N(C(OC(C)C)=O)=NC(OC(C)C)=O>C1COCC1.C(OCC)(=O)C.C1(C)C=CC=CC=1>[Br:1][C:2]1[N:7]=[CH:6][C:5]([O:8][CH2:12][C@@H:11]([NH:13][C:14](=[O:20])[O:15][C:16]([CH3:17])([CH3:19])[CH3:18])[CH3:10])=[CH:4][CH:3]=1. Procedure: To a solution of 6-bromopyridin-3-ol (4.90 g), tert-butyl [(1S)-2-hydroxy-1-methylethyl]carbamate (4.93 g) and triphenylphosphine (11.06 g) in THF (100 mL) was added dropwise a toluene solution (1.9 M, 22 mL) of diisopropyl azodicarboxylate, and the mixture was stirred at room temperature for 3 hr. To the reaction mixture was added ethyl acetate, and the mixture was washed with water and saturated aqueous sodium hydrogen carbonate solution, dried over anhydrous magnesium sulfate, and the solvent... The reactants are C(CC(=O)O)(=O)O (Malonic acid), COC=1C=C2C(=CC1OC)C(=O)C(C2)CC3CCN(CC3)CC=4C=CC=CC4 (Donepezil). Run in C(C)(=O)OCC (ethyl acetate). Product: COC=1C=C2C(=CC1OC)C(=O)C(C2)CC3CCN(CC3)CC=4C=CC=CC4.C(CC(=O)[O-])(=O)[O-] (Donepezil Malonate). RXN SMILES: [C:1]([OH:7])(=[O:6])[CH2:2][C:3]([OH:5])=[O:4].[CH3:8][O:9][C:10]1[CH:11]=[C:12]2[CH2:21][CH:20]([CH2:22][CH:23]3[CH2:28][CH2:27][N:26]([CH2:29][C:30]4[CH:31]=[CH:32][CH:33]=[CH:34][CH:35]=4)[CH2:25][CH2:24]3)[C:18](=[O:19])[C:13]2=[CH:14][C:15]=1[O:16][CH3:17]>C(OCC)(=O)C>[CH3:8][O:9][C:10]1[CH:11]=[C:12]2[CH2:21][CH:20]([CH2:22][CH:23]3[CH2:24][CH2:25][N:26]([CH2:29][C:30]4[CH:35]=[CH:34][CH:33]=[CH:32][CH:31]=4)[CH2:27][CH2:28]3)[C:18](=[O:19])[C:13]2=[CH:14][C:15]=1[O:16][CH3:17].[C:1]([O-:7])(=[O:6])[CH2:2][C:3]([O-:5])=[O:4] |f:3.4|. Procedure: Malonic acid (1.18 g, dissolved in 35 ml of 2-propanol and 5 ml of water) is added slowly to a solution of Donepezil (3.79 g) in ethyl acetate (70 ml) with stirring at room temperature. The solid precipitated is filtered and dried at 55° C. under vacuum to give the title compound. Melting point: 165.7° C. Starting materials: O=C(CBr)OCc1ccccc1, O=C([O-])[O-], [Cs+], [Cs+], [I-], [K+], Nc1cccc2c1CC(=O)N2, CN(C)C=O. The product is O=C1Cc2c(NCC(=O)OCc3ccccc3)cccc2N1. Reaction SMILES: [Br:12][CH2:13][C:14](=[O:15])[O:16][CH2:17][c:18]1[cH:19][cH:20][cH:21][cH:22][cH:23]1.[C:24](=[O:25])([O-:26])[O-:27].[Cs+:28].[Cs+:29].[I-:31].[K+:30].[NH2:1][c:2]1[c:3]2[c:7]([cH:8][cH:9][cH:10]1)[NH:6][C:5](=[O:11])[CH2:4]2.[O:32]=[CH:33][N:34]([CH3:35])[CH3:36]>>[NH:1]([c:2]1[c:3]2[c:7]([cH:8][cH:9][cH:10]1)[NH:6][C:5](=[O:11])[CH2:4]2)[CH2:13][C:14](=[O:15])[O:16][CH2:17][c:18]1[cH:19][cH:20][cH:21][cH:22][cH:23]1. The reactants are N.C(C)O (ammonia ethanol), C1C2=C(OC1)C=CC=1CC/C(/C12)=C\C#N ((E)-(1,6,7,8-tetrahydro-2H-indeno[5,4-b]-furan-8-ylidene)acetonitrile), [H][H] (hydrogen). The reagents and catalysts are [Co] (cobalt). Run in C(C)O (ethanol). Product: C1C2=C(OC1)C=CC=1CCC(C12)=CCN (2-(1,6,7,8-tetrahydro-2H-indeno[5,4-b]furan-8-ylidene)ethylamine). RXN SMILES: N.C(O)C.[CH2:5]1[CH2:9][O:8][C:7]2[CH:10]=[CH:11][C:12]3[CH2:13][CH2:14]/[C:15](=[CH:17]\[C:18]#[N:19])/[C:16]=3[C:6]1=2.[H][H]>[Co].C(O)C>[CH2:5]1[CH2:9][O:8][C:7]2[CH:10]=[CH:11][C:12]3[CH2:13][CH2:14][C:15](=[CH:17][CH2:18][NH2:19])[C:16]=3[C:6]1=2 |f:0.1|. Procedure: A saturated ammonia/ethanol solution (150 ml) and Raney cobalt (8.4 g) were added to an ethanol (150 ml) solution of (E)-(1,6,7,8-tetrahydro-2H-indeno[5,4-b]-furan-8-ylidene)acetonitrile (2.6 g, 13.2 mmol), and the reaction mixture was stirred at room temperature in a hydrogen atmosphere (5 kgf/cm2) for 3 hours. The Raney cobalt was filtered off and the solvent was distilled off under reduced pressure to give 2-(1,6,7,8-tetrahydro-2H-indeno[5,4-b]furan-8-ylidene)ethylamine. To this residue was a...